Dataset: the Open Reaction Database (ORD), a public repository of structured organic reaction records. Task: describe an organic reaction: reactants, conditions, products, and yield Starting materials: C(C)OP(OCC)(=O)C(P(OCC)(=O)OCC)NC=1SC=C(N1)C (1-(4-methylthiazol-2-ylamino)methane-1,1-diphosphonic acid tetraethyl ester), CO (methanol). Run in Cl (hydrochloric acid). Yields the product CC=1N=C(SC1)NC(P(O)(=O)O)P(O)(=O)O (1-(4-methylthiazol-2-ylamino)methane-1,1-diphosphonic acid). As a reaction SMILES: C([O:3][P:4]([CH:9]([NH:18][C:19]1[S:20][CH:21]=[C:22]([CH3:24])[N:23]=1)[P:10]([O:15]CC)(=[O:14])[O:11]CC)(=[O:8])[O:5]CC)C.CO>Cl>[CH3:24][C:22]1[N:23]=[C:19]([NH:18][CH:9]([P:4]([OH:5])(=[O:3])[OH:8])[P:10]([OH:14])(=[O:11])[OH:15])[S:20][CH:21]=1. Reported procedure: 1.30 g (3.2 mmol) of 1-(4-methylthiazol-2-ylamino)methane-1,1-diphosphonic acid tetraethyl ester are heated in 20 ml of 1N hydrochloric acid at 100° for 20 hours. After cooling, 20 ml of methanol are added. During subsequent stirring, the product separates out in the form of fine white crystals. The filtrate is subsequently washed with methanol and petroleum ether. Yield: 615 mg (67% of the theoretical yield) of 1-(4-methylthiazol-2-ylamino)methane-1,1-diphosphonic acid of m.p. 294° (decompositi... Starting materials: C1CCOC1, CO, Cl, COC(=O)c1cc2c(F)cncc2s1, [Li+], [OH-], O, O. The product is O=C(O)c1cc2c(F)cncc2s1. Reaction SMILES: [CH2:21]1[O:22][CH2:23][CH2:24][CH2:25]1.[CH3:18][OH:19].[ClH:20].[F:1][c:2]1[c:3]2[c:4]([cH:5][n:6][cH:7]1)[s:8][c:9]([C:11](=[O:12])[O:13][CH3:14])[cH:10]2.[Li+:17].[OH-:16].[OH2:15].[OH2:26]>>[F:1][c:2]1[c:3]2[c:4]([cH:5][n:6][cH:7]1)[s:8][c:9]([C:11](=[O:12])[OH:13])[cH:10]2. The reactants are CI (methyl iodide), ClC=1C=C(C=NC1)C1=NC(=CC2=C1N(C(=N2)N2[C@@H](C[C@H](C2)O)C(C)C)C[C@@H]2CC[C@H](CC2)C)C#N (4-(5-chloropyridin-3-yl)-2-[(2S,4R)-4-hydroxy-2-(propan-2-yl)pyrrolidin-1-yl]-3-[(trans-4-methylcyclohexyl)methyl]-3H-imidazo[4,5-c]pyridine-6-carbonitrile), [H-].[Na+] (sodium hydride). Run in C1CCOC1 (THF). Conditions: time 3 hour. The product is ClC=1C=C(C=NC1)C1=NC(=CC2=C1N(C(=N2)N2[C@@H](C[C@H](C2)OC)C(C)C)C[C@@H]2CC[C@H](CC2)C)C#N (4-(5-chloropyridin-3-yl)-2-[(2S,4R)-4-methoxy-2-(propan-2-yl)pyrrolidin-1-yl]-3-[(trans-4-methylcyclohexyl)methyl]-3H-imidazo[4,5-c]pyridine-6-carbonitrile). RXN SMILES: [Cl:1][C:2]1[CH:3]=[C:4]([C:8]2[C:13]3[N:14]([CH2:26][C@H:27]4[CH2:32][CH2:31][C@H:30]([CH3:33])[CH2:29][CH2:28]4)[C:15]([N:17]4[CH2:21][C@H:20]([OH:22])[CH2:19][C@H:18]4[CH:23]([CH3:25])[CH3:24])=[N:16][C:12]=3[CH:11]=[C:10]([C:34]#[N:35])[N:9]=2)[CH:5]=[N:6][CH:7]=1.[CH3:36]I.[H-].[Na+]>C1COCC1>[Cl:1][C:2]1[CH:3]=[C:4]([C:8]2[C:13]3[N:14]([CH2:26][C@H:27]4[CH2:28][CH2:29][C@H:30]([CH3:33])[CH2:31][CH2:32]4)[C:15]([N:17]4[CH2:21][C@H:20]([O:22][CH3:36])[CH2:19][C@H:18]4[CH:23]([CH3:24])[CH3:25])=[N:16][C:12]=3[CH:11]=[C:10]([C:34]#[N:35])[N:9]=2)[CH:5]=[N:6][CH:7]=1 |f:2.3|. Reported procedure: To a mixture of 4-(5-chloropyridin-3-yl)-2-[(2S,4R)-4-hydroxy-2-(propan-2-yl)pyrrolidin-1-yl]-3-[(trans-4-methylcyclohexyl)methyl]-3H-imidazo[4,5-c]pyridine-6-carbonitrile (71.4 mg, 0.145 mmol) in THF (0.483 mL) at 0° C. was added methyl iodide (31.1 μl, 0.498 mmol) followed by sodium hydride (7.65 mg, 0.319 mmol). The mixture was stirred for 3 hours at room temperature, quenched with ice, and diluted with dichloromethane. The organic layer was washed with water and brine, dried over sodium sulf... Reactants: O=C(NC(Cc1ccccc1)(c1cc(F)cc(OC(F)(F)C(F)F)c1)c1ccc(F)c(Br)c1)c1ccc(F)c(C(F)(F)F)c1, Cc1ccccc1, OB(O)C1CC1, C1CCC(P(C2CCCCC2)C2CCCCC2)CC1, [K+], [K+], [K+], CC(=O)[O-], CC(=O)[O-], O=P([O-])([O-])[O-], [Pd+2]. Product: O=C(NC(Cc1ccccc1)(c1cc(F)cc(OC(F)(F)C(F)F)c1)c1ccc(F)c(C2CC2)c1)c1ccc(F)c(C(F)(F)F)c1. Reaction SMILES: [Br:1][c:2]1[cH:3][c:4]([C:9]([CH2:10][c:11]2[cH:12][cH:13][cH:14][cH:15][cH:16]2)([c:17]2[cH:18][c:19]([F:30])[cH:20][c:21]([O:23][C:24]([CH:25]([F:26])[F:27])([F:28])[F:29])[cH:22]2)[NH:31][C:32]([c:33]2[cH:34][c:35]([C:40]([F:41])([F:42])[F:43])[c:36]([F:39])[cH:37][cH:38]2)=[O:44])[cH:5][cH:6][c:7]1[F:8].[CH3:78][c:79]1[cH:80][cH:81][cH:82][cH:83][cH:84]1.[CH:45]1([B:48]([OH:49])[OH:50])[CH2:46][CH2:47]1.[CH:51]1([P:52]([CH:53]2[CH2:54][CH2:55][CH2:56][CH2:57][CH2:58]2)[CH:59]2[CH2:60][CH2:61][CH2:62][CH2:63][CH2:64]2)[CH2:65][CH2:66][CH2:67][CH2:68][CH2:69]1.[K+:75].[K+:76].[K+:77].[O-:86][C:87]([CH3:88])=[O:89].[O-:90][C:91]([CH3:92])=[O:93].[P:70]([O-:71])([O-:72])([O-:73])=[O:74].[Pd+2:85]>>[c:2]1([CH:45]2[CH2:46][CH2:47]2)[cH:3][c:4]([C:9]([CH2:10][c:11]2[cH:12][cH:13][cH:14][cH:15][cH:16]2)([c:17]2[cH:18][c:19]([F:30])[cH:20][c:21]([O:23][C:24]([CH:25]([F:26])[F:27])([F:28])[F:29])[cH:22]2)[NH:31][C:32]([c:33]2[cH:34][c:35]([C:40]([F:41])([F:42])[F:43])[c:36]([F:39])[cH:37][cH:38]2)=[O:44])[cH:5][cH:6][c:7]1[F:8]. Solvent: C(=O)(C(F)(F)F)O (TFA). Run at time 1 hour. Procedure: Thiosalicylic acid (0.35 g) was added to a solution of the product from Example 2 part (i) (0.47 g) in TFA (10 ml). The mixture was stirred at room temperature for 1 hour and then heated at 60° C. for 4 hours. The TFA was evaporated and the residue dissolved in EtOAc. The organics were washed with aqueous sodium bicarbonate and brine, died (MgSO4) and evaporated. The residue was purified using chromatography (50% EtOAc/hexane as eluent) to give the sub-title compound (0.16 g). Reactants: C(C=1C(S)=CC=CC1)(=O)O (Thiosalicylic acid), ClC1=CC=C(C=C1)SC1=C(N(C2=CC=CC(=C12)NS(=O)(=O)C)CC(=O)O)C (3-[(4-chlorophenyl)thio]-2-methyl-4-[(methylsulfonyl)amino]-1H-indole-1-acetic acid), ( i ). As a reaction SMILES: C(O)(=O)C1C(=CC=CC=1)S.ClC1C=CC(S[C:19]2[C:27]3[C:22](=[CH:23][CH:24]=[CH:25][C:26]=3[NH:28][S:29]([CH3:32])(=[O:31])=[O:30])[N:21]([CH2:33][C:34]([OH:36])=[O:35])[C:20]=2[CH3:37])=CC=1>C(O)(C(F)(F)F)=O>[CH3:37][C:20]1[N:21]([CH2:33][C:34]([OH:36])=[O:35])[C:22]2[C:27]([CH:19]=1)=[C:26]([NH:28][S:29]([CH3:32])(=[O:31])=[O:30])[CH:25]=[CH:24][CH:23]=2. Product: CC=1N(C2=CC=CC(=C2C1)NS(=O)(=O)C)CC(=O)O (2-methyl-4-[(methylsulfonyl)amino]-1H-indole-1-acetic acid). Reactants: C([O-])([O-])=O.[K+].[K+] (potassium carbonate), COCCOC1=NC(=C2NC=NC2=N1)N (2-(2-methoxyethoxy)adenine), BrC=1C=C(CBr)C=CC1 (3-bromobenzyl bromide). Run in CN(C)C=O (DMF), C(C)(=O)OCC (ethyl acetate). Run at time 16 hour. Yields the product BrC=1C=C(CN2C3=NC(=NC(=C3N=C2)N)OCCOC)C=CC1 (9-(3-bromobenzyl)-2-(2-methoxyethoxy)-9H-purin-6-amine), Compound ( 39 ). Yield: 43.0%. As a reaction SMILES: [CH3:1][O:2][CH2:3][CH2:4][O:5][C:6]1[N:14]=[C:13]2[C:9]([NH:10][CH:11]=[N:12]2)=[C:8]([NH2:15])[N:7]=1.[Br:16][C:17]1[CH:18]=[C:19]([CH:22]=[CH:23][CH:24]=1)[CH2:20]Br.C(=O)([O-])[O-].[K+].[K+]>CN(C=O)C.C(OCC)(=O)C>[Br:16][C:17]1[CH:18]=[C:19]([CH:22]=[CH:23][CH:24]=1)[CH2:20][N:12]1[CH:11]=[N:10][C:9]2[C:13]1=[N:14][C:6]([O:5][CH2:4][CH2:3][O:2][CH3:1])=[N:7][C:8]=2[NH2:15] |f:2.3.4|. Procedure: 2-(2-methoxyethoxy)-9H-purin-6-amine (15) (1.0 g, 4.78 mmol), 3-bromobenzyl bromide (1.5 g, 6.00 mmol) and anhydrous potassium carbonate (0.85 g, 6.15 mmol) were combined in DMF (15 mL) and stirred at room temperature for 16 h. The mixture was diluted with ethyl acetate (150 mL) and washed with water and brine. The organic phase was dried with sodium sulfate and the solvent was removed under vacuum. The resulting residue was triturated with a mixture of diethylether and ethyl acetate (4:1) and f... The reactants are Cc1cnc2ccccc2n1, CS(=O)(=O)Nc1ccc(C(=O)C2CCNCC2)cc1, CCO, Cl, [Na+], [OH-]. Product: CS(=O)(=O)Nc1ccc(C(=O)C2CCN(CCc3cnc4ccccc4n3)CC2)cc1. Reaction SMILES: [CH3:21][c:22]1[n:23][c:24]2[cH:25][cH:26][cH:27][cH:28][c:29]2[n:30][cH:31]1.[CH3:2][S:3](=[O:4])(=[O:5])[NH:6][c:7]1[cH:8][cH:9][c:10]([C:11](=[O:12])[CH:13]2[CH2:14][CH2:15][NH:16][CH2:17][CH2:18]2)[cH:19][cH:20]1.[CH3:34][CH2:35][OH:36].[ClH:1].[Na+:33].[OH-:32]>>[CH3:2][S:3](=[O:4])(=[O:5])[NH:6][c:7]1[cH:8][cH:9][c:10]([C:11](=[O:12])[CH:13]2[CH2:14][CH2:15][N:16]([CH2:34][CH2:21][c:22]3[n:23][c:24]4[cH:25][cH:26][cH:27][cH:28][c:29]4[n:30][cH:31]3)[CH2:17][CH2:18]2)[cH:19][cH:20]1. Starting materials: CC[Zn]CC, C=C1CCC2(CC1)OCCO2, Cc1ccccc1, [Cl-], CC(I)I, [NH4+]. Product: C1COC2(CCC3(CC3)CC2)O1. As a reaction SMILES: [CH2:12]([Zn:13][CH2:14][CH3:15])[CH3:16].[CH2:1]=[C:2]1[CH2:3][CH2:4][C:5]2([O:6][CH2:7][CH2:8][O:9]2)[CH2:10][CH2:11]1.[CH3:23][c:24]1[cH:25][cH:26][cH:27][cH:28][cH:29]1.[Cl-:21].[I:17][CH:18]([I:19])[CH3:20].[NH4+:22]>>[CH2:1]1[C:2]2([CH2:3][CH2:4][C:5]3([O:6][CH2:7][CH2:8][O:9]3)[CH2:10][CH2:11]2)[CH2:12]1.